Dataset: the Open Reaction Database (ORD), a public repository of structured organic reaction records. Task: describe an organic reaction: reactants, conditions, products, and yield The reactants are C(C)(C)(C)OC(NC1=C(C=C(C(=C1)OC)C(F)(F)F)N)=O ((2-amino-5-methoxy-4-trifluoromethyl-phenyl)-carbamic acid tert-butyl ester), C(C)(C)(C)OC(CC(C1=CC(=CC=C1)C1=NC=CC=C1)=O)=O (3-oxo-3-(3-pyridin-2-yl-phenyl)-propionic acid tert-butyl ester). The product is C(C)(C)(C)OC(NC1=C(C=C(C(=C1)OC)C(F)(F)F)NC(CC(C1=CC(=CC=C1)C1=NC=CC=C1)=O)=O)=O ({5-Methoxy-2-[3-oxo-3-(3-pyridin-2-yl-phenyl)-propionylamino]-4-trifluoromethyl-phenyl}-carbamic acid tert-butyl ester), solid. As a reaction SMILES: [C:1]([O:5][C:6](=[O:21])[NH:7][C:8]1[CH:13]=[C:12]([O:14][CH3:15])[C:11]([C:16]([F:19])([F:18])[F:17])=[CH:10][C:9]=1[NH2:20])([CH3:4])([CH3:3])[CH3:2].C([O:26][C:27](=O)[CH2:28][C:29](=[O:42])[C:30]1[CH:35]=[CH:34][CH:33]=[C:32]([C:36]2[CH:41]=[CH:40][CH:39]=[CH:38][N:37]=2)[CH:31]=1)(C)(C)C>>[C:1]([O:5][C:6](=[O:21])[NH:7][C:8]1[CH:13]=[C:12]([O:14][CH3:15])[C:11]([C:16]([F:19])([F:18])[F:17])=[CH:10][C:9]=1[NH:20][C:27](=[O:26])[CH2:28][C:29](=[O:42])[C:30]1[CH:35]=[CH:34][CH:33]=[C:32]([C:36]2[CH:41]=[CH:40][CH:39]=[CH:38][N:37]=2)[CH:31]=1)([CH3:4])([CH3:2])[CH3:3]. Procedure details: The title compound was prepared from (2-amino-5-methoxy-4-trifluoromethyl-phenyl)-carbamic acid tert-butyl ester (Example J7) (230 mg, 0.75 mmol) and 3-oxo-3-(3-pyridin-2-yl-phenyl)-propionic acid tert-butyl ester (Example K3) (223 mg, 0.75 mmol) according to the general procedure M. Obtained as an off-white solid (240 mg).